This data is from the Open Reaction Database (ORD), a public repository of structured organic reaction records. The task is: describe an organic reaction: reactants, conditions, products, and yield Reactants: CCOC(C)=O, COC(=O)c1ccc2c(O)c(C(=O)OCc3ccccc3)c(=O)n(C)c2c1, [Pd]. The product is COC(=O)c1ccc2c(O)c(C(=O)O)c(=O)n(C)c2c1. RXN SMILES: [CH3:28][CH2:29][O:30][C:31](=[O:32])[CH3:33].[OH:1][c:2]1[c:3]([C:18](=[O:19])[O:20][CH2:21][c:22]2[cH:23][cH:24][cH:25][cH:26][cH:27]2)[c:4](=[O:17])[n:5]([CH3:16])[c:6]2[cH:7][c:8]([C:12](=[O:13])[O:14][CH3:15])[cH:9][cH:10][c:11]12.[Pd:34]>>[OH:1][c:2]1[c:3]([C:18](=[O:19])[OH:20])[c:4](=[O:17])[n:5]([CH3:16])[c:6]2[cH:7][c:8]([C:12](=[O:13])[O:14][CH3:15])[cH:9][cH:10][c:11]12.